Dataset: the Open Reaction Database (ORD), a public repository of structured organic reaction records. Task: describe an organic reaction: reactants, conditions, products, and yield The reactants are CC(=O)O[BH-](OC(C)=O)OC(C)=O, Cc1cc(C)c2nc(C)n(Cc3ccc(NCC4CCNCC4)cc3)c2n1, ClCCCl, [Na+], [Na+], O=C1CCOCC1, [OH-]. The product is Cc1cc(C)c2nc(C)n(Cc3ccc(NCC4CCN(C5CCOCC5)CC4)cc3)c2n1. Reaction SMILES: [C:35]([O:36][BH-:37]([O:38][C:39](=[O:40])[CH3:41])[O:42][C:43](=[O:44])[CH3:45])(=[O:46])[CH3:47].[CH3:1][c:2]1[n:3][c:4]2[c:5]([n:6][c:7]([CH3:11])[cH:8][c:9]2[CH3:10])[n:12]1[CH2:13][c:14]1[cH:15][cH:16][c:17]([NH:20][CH2:21][CH:22]2[CH2:23][CH2:24][NH:25][CH2:26][CH2:27]2)[cH:18][cH:19]1.[Cl:51][CH2:52][CH2:53][Cl:54].[Na+:48].[Na+:50].[O:28]1[CH2:29][CH2:30][C:31](=[O:34])[CH2:32][CH2:33]1.[OH-:49]>>[CH3:1][c:2]1[n:3][c:4]2[c:5]([n:6][c:7]([CH3:11])[cH:8][c:9]2[CH3:10])[n:12]1[CH2:13][c:14]1[cH:15][cH:16][c:17]([NH:20][CH2:21][CH:22]2[CH2:23][CH2:24][N:25]([CH:31]3[CH2:30][CH2:29][O:28][CH2:33][CH2:32]3)[CH2:26][CH2:27]2)[cH:18][cH:19]1.